Dataset: the Open Reaction Database (ORD), a public repository of structured organic reaction records. Task: describe an organic reaction: reactants, conditions, products, and yield Reactants: CN(CC(=O)NC1=C2C(N(C(C2=CC=C1)=O)C(CC(=O)N(C)C)C1=CC(=C(C=C1)OC)OCC)=O)C (3-{4-[2-(dimethylamino)acetylamino]-1,3-dioxoisoindolin-2-yl}-3-(3-ethoxy-4-methoxyphenyl)-N,N-dimethylpropanamide), Cl (hydrogen chloride), CCOCC (ether). The solvent is C(C)(=O)OCC (ethyl acetate). Product: Cl.CN(CC(=O)NC1=C2C(N(C(C2=CC=C1)=O)C(CC(=O)N(C)C)C1=CC(=C(C=C1)OC)OCC)=O)C (3-{4-[2-(dimethylamino)acetylamino]-1,3-dioxoisoindolin-2-yl}-3-(3-ethoxy-4-methoxyphenyl)-N,N-dimethylpropanamide hydrogen chloride). Isolated yield 84.0%. RXN SMILES: [CH3:1][N:2]([CH3:36])[CH2:3][C:4]([NH:6][C:7]1[CH:15]=[CH:14][CH:13]=[C:12]2[C:8]=1[C:9](=[O:35])[N:10]([CH:17]([C:24]1[CH:29]=[CH:28][C:27]([O:30][CH3:31])=[C:26]([O:32][CH2:33][CH3:34])[CH:25]=1)[CH2:18][C:19]([N:21]([CH3:23])[CH3:22])=[O:20])[C:11]2=[O:16])=[O:5].[ClH:37].CCOCC>C(OCC)(=O)C>[ClH:37].[CH3:36][N:2]([CH3:1])[CH2:3][C:4]([NH:6][C:7]1[CH:15]=[CH:14][CH:13]=[C:12]2[C:8]=1[C:9](=[O:35])[N:10]([CH:17]([C:24]1[CH:29]=[CH:28][C:27]([O:30][CH3:31])=[C:26]([O:32][CH2:33][CH3:34])[CH:25]=1)[CH2:18][C:19]([N:21]([CH3:22])[CH3:23])=[O:20])[C:11]2=[O:16])=[O:5] |f:4.5|. Reported procedure: To a stirred solution of 3-[4-(2-chloroacetylamino)-1,3-dioxoisoindolin-2-yl]-3-(3-ethoxy-4-methoxyphenyl)-N,N-dimethylpropanamide (1.1 g, 2.3 mmol) in acetonitrile (15 mL) was added dimethylamine in tetrahydrofuran (3.3 mL, 2 N, 6.6 mmol) at room temperature and kept for overnight. The solvent was removed in vacuo to give a solid. The solid was diluted with methylene chloride (50 mL) and sodium hydrogen carbonate (25 mL). The separated organic layer was dried over magnesium sulfate. The solvent... Starting materials: C=C(CBr)CC1(C(=O)OC(C)(C)C)CC(=O)N(C(C)c2ccccc2)C1, C[Si](C)(C)[N-][Si](C)(C)C, [Li+], C1CCOC1, O=C(O)CC(O)(CC(=O)O)C(=O)O. The product is C=C1CC2C(=O)N(C(C)c3ccccc3)CC2(C(=O)OC(C)(C)C)C1. As a reaction SMILES: [C:11]([CH3:12])([CH3:13])([CH3:14])[O:15][C:16](=[O:17])[C:18]1([CH2:32][C:33]([CH2:34][Br:35])=[CH2:36])[CH2:19][N:20]([CH:24]([CH3:25])[c:26]2[cH:27][cH:28][cH:29][cH:30][cH:31]2)[C:21](=[O:23])[CH2:22]1.[CH3:1][Si:2]([CH3:3])([CH3:4])[N-:5][Si:6]([CH3:7])([CH3:8])[CH3:9].[Li+:10].[O:50]1[CH2:51][CH2:52][CH2:53][CH2:54]1.[OH:37][C:38]([CH2:39][C:40]([C:41](=[O:42])[OH:43])([CH2:44][C:45](=[O:46])[OH:47])[OH:48])=[O:49]>>[C:11]([CH3:12])([CH3:13])([CH3:14])[O:15][C:16](=[O:17])[C:18]12[CH2:19][N:20]([CH:24]([CH3:25])[c:26]3[cH:27][cH:28][cH:29][cH:30][cH:31]3)[C:21](=[O:23])[CH:22]1[CH2:34][C:33](=[CH2:36])[CH2:32]2.